This data is from the Open Reaction Database (ORD), a public repository of structured organic reaction records. The task is: describe an organic reaction: reactants, conditions, products, and yield Procedure details: One hundred seventy-five grams (0.73 mol) of the ketomono acid from step 3 and 440 ml of methanol were refluxed with agitation for 3 hours with the addition of 7.3 gm of concentrated sulfuric acid. The cooled solution was neutralized with 50% sodium hydroxide solution and then methanol and water were completely removed. The residue contained, in addition to small amounts of salt (approximately 10 gm of Na2SO4), approximately 180 gm of ketomonoester (IX) (97% yield), which was further reacted in ... Reactants: O=C1C(CCCCCCCCCC1)CC(=O)O (2-Oxocyclododec-1-yl-acetic acid), S(O)(O)(=O)=O (sulfuric acid), CO (methanol), [OH-].[Na+] (sodium hydroxide). The reagents and catalysts are [O-]S(=O)(=O)[O-].[Na+].[Na+] (Na2SO4). Reaction SMILES: [O:1]=[C:2]1[CH2:13][CH2:12][CH2:11][CH2:10][CH2:9][CH2:8][CH2:7][CH2:6][CH2:5][CH2:4][CH:3]1[CH2:14][C:15]([OH:17])=[O:16].S(=O)(=O)(O)O.[OH-].[Na+].[CH3:25]O>[O-]S([O-])(=O)=O.[Na+].[Na+]>[CH3:25][O:16][C:15](=[O:17])[CH2:14][CH:3]1[CH2:4][CH2:5][CH2:6][CH2:7][CH2:8][CH2:9][CH2:10][CH2:11][CH2:12][CH2:13][C:2]1=[O:1] |f:2.3,5.6.7|. Isolated yield 97.0%. Product: COC(CC1C(CCCCCCCCCC1)=O)=O (2-Oxocyclododec-1-yl-acetic acid methyl ester). Reactants: C(C)(C)[Mg]Cl (i-PrMgCl), COC(=O)C=1N=C(N(C1)COCC[Si](C)(C)C)Br (2-bromo-1-(2-trimethylsilanyl-ethoxymethyl)-1H-imidazole-4-carboxylic acid methyl ester), CN(C)C=O (DMF). The solvent is C1CCOC1 (THF), C1CCOC1 (THF). Conditions: temperature -40 celsius, time 10 minute. Product: COC(=O)C=1N=C(N(C1)COCC[Si](C)(C)C)C=O (2-Formyl-1-(2-trimethylsilanyl-ethoxymethyl)-1H-imidazole-4-carboxylic acid methyl ester). Yield: 53.0%. RXN SMILES: [CH3:1][O:2][C:3]([C:5]1[N:6]=[C:7](Br)[N:8]([CH2:10][O:11][CH2:12][CH2:13][Si:14]([CH3:17])([CH3:16])[CH3:15])[CH:9]=1)=[O:4].C([Mg]Cl)(C)C.CN([CH:27]=[O:28])C>C1COCC1>[CH3:1][O:2][C:3]([C:5]1[N:6]=[C:7]([CH:27]=[O:28])[N:8]([CH2:10][O:11][CH2:12][CH2:13][Si:14]([CH3:17])([CH3:16])[CH3:15])[CH:9]=1)=[O:4]. Procedure details: To a solution of 2-bromo-1-(2-trimethylsilanyl-ethoxymethyl)-1H-imidazole-4-carboxylic acid methyl ester (0.25 g, 0.74 mmol) (as prepared in the previous step) in THF (3 mL) at −40° C. was added dropwise a solution of 2M i-PrMgCl in THF (0.37 mL, 0.74 mmol). The reaction was allowed to stir for 10 min at −40° C. and then cooled to −78° C. and DMF (0.3 mL) was added. The reaction was allowed to attain RT and stirred for 1 h. The reaction was quenched with saturated NH4Cl, diluted with EtOAc (10 m...